This data is from the Open Reaction Database (ORD), a public repository of structured organic reaction records. The task is: describe an organic reaction: reactants, conditions, products, and yield Reactants: C(=O)=O (dry ice), C(C(C)(C)C)(=O)Cl (pivaloyl chloride), [NH4+].[Cl-] (NH4Cl), pyridinium salt, C(C1=CC=CC=C1)OC[Sn](CCCC)(CCCC)CCCC ((benzyloxymethyl)tributyl stannane), N1=CC=CC(=C1)C1N(C)CCC1 (nicotine), N1=CC=CC(=C1)C1N(C)CCC1 (nicotine), C(CCC)[Li] (n-butyllithium), reagent, cuprate. Run in C1CCOC1 (THF), C1CCOC1 (THF). Reaction conditions: temperature -78 celsius, time 30 minute. Product: C(C1=CC=CC=C1)OCC1C(=CN(C=C1)C(C(C)(C)C)=O)C1N(CCC1)C (1-[4-benzyloxymethyl-3-(1-methylpyrrolidin-2-yl)-4H-pyridin-1-yl]-2,2-dimethyl-propan-1-one). The yield is 58.1%. As a reaction SMILES: [CH2:1]([O:8][CH2:9][Sn](CCCC)(CCCC)CCCC)[C:2]1[CH:7]=[CH:6][CH:5]=[CH:4][CH:3]=1.C([Li])CCC.[N:28]1[CH:33]=[C:32]([CH:34]2[CH2:39][CH2:38][CH2:37][N:35]2[CH3:36])[CH:31]=[CH:30][CH:29]=1.[C:40](Cl)(=[O:45])[C:41]([CH3:44])([CH3:43])[CH3:42].C(=O)=O.[NH4+].[Cl-]>C1COCC1>[CH2:1]([O:8][CH2:9][CH:31]1[CH:30]=[CH:29][N:28]([C:40](=[O:45])[C:41]([CH3:44])([CH3:43])[CH3:42])[CH:33]=[C:32]1[CH:34]1[CH2:39][CH2:38][CH2:37][N:35]1[CH3:36])[C:2]1[CH:3]=[CH:4][CH:5]=[CH:6][CH:7]=1 |f:5.6|. Procedure details: To a stirred solution of (benzyloxymethyl)tributyl stannane (prepared according to reference 1) (0.308 g, 0.75 mmol) in THF (0.75 mL) cooled at −78° C. was added n-butyllithium (0.35 mL, 0.75 mmol). After stirring at −78° C. for 30 min, the Lipshultz reagent (3 mL, 0.75 mmol) was introduced dropwise, and the mixture was allowed to stir for 30 min at −78° C. In a separate flask, a stirred solution of nicotine (0.08 mL, 0.5 mmol) in THF (1 mL) was cooled at 0° C. and treated with pivaloyl chloride... Starting materials: CC(CC(=O)OCC)(CCNS(=O)(=O)C1=CC=CC=C1)C (ethyl 3,3-dimethyl-5-(benzenesulphonamido)pentanoate), [OH-].[Na+] (NaOH). Solvent: CO (methanol). Reaction conditions: temperature 60 celsius, time 5 hour. Yields the product CC(CC(=O)O)(CCNS(=O)(=O)C1=CC=CC=C1)C (3,3-Dimethyl-5-(benzenesulphonamido)pentanoic Acid). As a reaction SMILES: [CH3:1][C:2]([CH3:21])([CH2:9][CH2:10][NH:11][S:12]([C:15]1[CH:20]=[CH:19][CH:18]=[CH:17][CH:16]=1)(=[O:14])=[O:13])[CH2:3][C:4]([O:6]CC)=[O:5].[OH-].[Na+]>CO>[CH3:1][C:2]([CH3:21])([CH2:9][CH2:10][NH:11][S:12]([C:15]1[CH:16]=[CH:17][CH:18]=[CH:19][CH:20]=1)(=[O:14])=[O:13])[CH2:3][C:4]([OH:6])=[O:5] |f:1.2|. Procedure details: A mixture of ethyl 3,3-dimethyl-5-(benzenesulphonamido)pentanoate (4.4 g, 14.1 mmol), methanol (30 ml) and 2N NaOH (20 ml) was stirred for 5 hours at 60° C. The methanol was then evaporated, the aqueous phase was acidified (diluted HCl) and the oily acid was extracted with methylene chloride. After drying over sodium sulphate the solvent was removed. Yield: 4.0 g (100 % of theory), oily product, nD20 =1.5250.